This data is from the Open Reaction Database (ORD), a public repository of structured organic reaction records. The task is: describe an organic reaction: reactants, conditions, products, and yield The reactants are CC1=NC(=C(C(=N1)C)CC(=O)OC)OC1=NN(C=C1)C1=CC=CC=C1 (methyl 2-[2,4-dimethyl-6-(1-phenyl-1H-pyrazol-3-yloxy)-pyrimidin-5-yl]-acetate), [H-].[Na+] (NaH), suspension, C(=O)CNCC=O (N,N-diformylmethylamine), COS(=O)(=O)OC (Dimethylsulfate). Run in CN(C=O)C (dimethylformamide). Run at time 2 hour. The product is C(C)(=O)[O-].CCCCCC (acetate hexane), CC1=NC(=C(C(=N1)C)C(C(=O)OC)=COC)OC1=NN(C=C1)C1=CC=CC=C1 (methyl 2-[2,4-dimethyl-6-(1-phenyl-1H-pyrazol-3-yloxy)-pyrimidin-5-yl]-3-methoxyacrylate). Reaction SMILES: [CH3:1][C:2]1[N:7]=[C:6]([CH3:8])[C:5]([CH2:9][C:10]([O:12][CH3:13])=[O:11])=[C:4]([O:14][C:15]2[CH:19]=[CH:18][N:17]([C:20]3[CH:25]=[CH:24][CH:23]=[CH:22][CH:21]=3)[N:16]=2)[N:3]=1.[H-].[Na+].C(CNC[CH:33]=[O:34])=O.[CH3:35]OS(OC)(=O)=O>CN(C)C=O>[C:10]([O-:12])(=[O:11])[CH3:9].[CH3:24][CH2:25][CH2:20][CH2:21][CH2:22][CH3:23].[CH3:1][C:2]1[N:7]=[C:6]([CH3:8])[C:5]([C:9](=[CH:35][O:34][CH3:33])[C:10]([O:12][CH3:13])=[O:11])=[C:4]([O:14][C:15]2[CH:19]=[CH:18][N:17]([C:20]3[CH:25]=[CH:24][CH:23]=[CH:22][CH:21]=3)[N:16]=2)[N:3]=1 |f:1.2,6.7|. Procedure details: The intermediate methyl 2-[2,4-dimethyl-6-(1-phenyl-1H-pyrazol-3-yloxy)-pyrimidin-5-yl]-acetate (6.8 g, 20 mmol), NaH (0.8 g of a 80% suspension in oil, 25 mmol) and N,N-diformylmethylamine (5 ml) in dimethylformamide (40 ml) is stirred at 45° C. for two hours. Dimethylsulfate (2.4 ml, 25 mmol) is added at room temperature and stirring is continued for additional two hours. Dilution with ether, washing with brine, drying and chromatography on silicagel (eluant: ethyl, acetate/hexane 1:1) gives m...